This data is from the Open Reaction Database (ORD), a public repository of structured organic reaction records. The task is: describe an organic reaction: reactants, conditions, products, and yield Reactants: OC(C#CC=1C=NC(=C(C(=O)OC)C1)C=1NC(C(N1)(C)C(C)C)=O)(C)C (5-(3-hydroxy-3-methyl-1-butynyl)-2-(4-isopropyl-4-methyl-5-oxo-2-imidazolin-2-yl)nicotinic acid, methyl ester), [OH-].[Na+] (sodium hydroxide), Cl (hydrochloric acid). The solvent is O (water). Run at time 8 hour. The product is C(#C)C=1C=NC(=C(C(=O)O)C1)C=1NC(C(N1)(C)C(C)C)=O (5-ethynyl-2-(4-isopropyl-4-methyl-5-oxo-2-imidazolin-2-yl)nicotinic acid). Reaction SMILES: OC(C)(C)[C:3]#[C:4][C:5]1[CH:6]=[N:7][C:8]([C:15]2[NH:16][C:17](=[O:24])[C:18]([CH:21]([CH3:23])[CH3:22])([CH3:20])[N:19]=2)=[C:9]([CH:14]=1)[C:10]([O:12]C)=[O:11].[OH-].[Na+].Cl>O>[C:4]([C:5]1[CH:6]=[N:7][C:8]([C:15]2[NH:16][C:17](=[O:24])[C:18]([CH:21]([CH3:22])[CH3:23])([CH3:20])[N:19]=2)=[C:9]([CH:14]=1)[C:10]([OH:12])=[O:11])#[CH:3] |f:1.2|. Procedure: A solution of 1.5 g of 5-(3-hydroxy-3-methyl-1-butynyl)-2-(4-isopropyl-4-methyl-5-oxo-2-imidazolin-2-yl)nicotinic acid, methyl ester, and 0.185 g of sodium hydroxide in 12 mL water is heated at reflux for 21/2 hours, then stirred at room temperature overnight. The reaction is then cooled to 10°, acidified to pH 3 with concentrated hydrochloric acid and extracted with methylene chloride. The organic phase is dried and concentrated in vacuo to afford the crude, desired product. An analytical sampl... Starting materials: COC(=O)c1nn(-c2ccc(Cl)c(Cl)c2)c(=O)cc1OC1CCN(C(=O)OC(C)(C)C)CC1, C1CCOC1, [Na+], [OH-]. The product is CC(C)(C)OC(=O)N1CCC(Oc2cc(=O)n(-c3ccc(Cl)c(Cl)c3)nc2C(=O)O)CC1. RXN SMILES: [C:1]([CH3:2])([CH3:3])([CH3:4])[O:5][C:6](=[O:7])[N:8]1[CH2:9][CH2:10][CH:11]([O:14][c:15]2[c:16]([C:30](=[O:31])[O:32][CH3:33])[n:17][n:18](-[c:22]3[cH:23][c:24]([Cl:29])[c:25]([Cl:28])[cH:26][cH:27]3)[c:19](=[O:21])[cH:20]2)[CH2:12][CH2:13]1.[CH2:36]1[O:37][CH2:38][CH2:39][CH2:40]1.[Na+:35].[OH-:34]>>[C:1]([CH3:2])([CH3:3])([CH3:4])[O:5][C:6](=[O:7])[N:8]1[CH2:9][CH2:10][CH:11]([O:14][c:15]2[c:16]([C:30](=[O:31])[OH:32])[n:17][n:18](-[c:22]3[cH:23][c:24]([Cl:29])[c:25]([Cl:28])[cH:26][cH:27]3)[c:19](=[O:21])[cH:20]2)[CH2:12][CH2:13]1. Starting materials: NC=1C(=NC(=CN1)C1=CC(=CC=C1)C(=O)NCC1=CC=CC=C1)C(=O)N(C)OC (3-amino-6-{3-[(benzylamino)carbonyl]phenyl}-N-methoxy-N-methylpyrazine-2-carboxamide), C[Mg]Cl (CH3MgCl), residue, Cl.COC1=CC=C(C=C1)NN (4-methoxyphenylhydrazine hydrochloride). Solvent: C1CCOC1 (THF), C(C)O (ethanol). The product is NC=1N=CC(=NC1\C(\C)=N\NC1=CC=C(C=C1)OC)C=1C=C(C(=O)NCC2=CC=CC=C2)C=CC1 (3-(5-Amino-6-{(1E)-N-[4-(methyloxy)phenyl]ethanehydrazonoyl}pyrazin-2-yl)-N-(phenylmethyl)benzamide). Isolated yield 70.0%. Reaction SMILES: [NH2:1][C:2]1[C:3]([C:24]([N:26](OC)C)=O)=[N:4][C:5]([C:8]2[CH:13]=[CH:12][CH:11]=[C:10]([C:14]([NH:16][CH2:17][C:18]3[CH:23]=[CH:22][CH:21]=[CH:20][CH:19]=3)=[O:15])[CH:9]=2)=[CH:6][N:7]=1.[CH3:30][Mg]Cl.Cl.[CH3:34][O:35][C:36]1[CH:41]=[CH:40][C:39]([NH:42]N)=[CH:38][CH:37]=1>C1COCC1.C(O)C>[NH2:1][C:2]1[N:7]=[CH:6][C:5]([C:8]2[CH:9]=[C:10]([CH:11]=[CH:12][CH:13]=2)[C:14]([NH:16][CH2:17][C:18]2[CH:19]=[CH:20][CH:21]=[CH:22][CH:23]=2)=[O:15])=[N:4][C:3]=1/[C:24](=[N:26]/[NH:42][C:39]1[CH:40]=[CH:41][C:36]([O:35][CH3:34])=[CH:37][CH:38]=1)/[CH3:30] |f:2.3|. Procedure details: A solution of 3-amino-6-{3-[(benzylamino)carbonyl]phenyl}-N-methoxy-N-methylpyrazine-2-carboxamide (0.10 g, 0.25 mmol) in THF (5 mL) was cooled to 0° C., and a solution of CH3MgCl (0.75 mL, 1 M in THF, 3.0 equiv.) was added slowly. The mixture was allowed to warm to room temperature over 1.5 hr. The mixture was then cooled to 0° C. and quenched slowly with saturated NH4Cl solution. The mixture was extracted with ethyl acetate, washed with brine then water. The ethyl acetate extract was evaporate... The reactants are CN(c1cccc2cc(C(=O)NCC(C)(CN3CCOCC3)SCc3ccccc3)[nH]c12)S(=O)(=O)c1cccs1, CC#N, O=S(=O)(OS(=O)(=O)C(F)(F)F)C(F)(F)F, [Na+], O=C([O-])O, O=P(c1ccccc1)(c1ccccc1)c1ccccc1. The product is CN(c1cccc2cc(C3=NCC(C)(CN4CCOCC4)S3)[nH]c12)S(=O)(=O)c1cccs1. Reaction SMILES: [CH2:36]([c:38]1[cH:39][cH:40][cH:41][cH:42][cH:48]1)[S:43][C:44]([CH2:45][NH:46][C:47](=[O:37])[c:49]1[nH:50][c:51]2[c:52]([N:58]([S:59](=[O:60])(=[O:61])[c:62]3[s:63][cH:64][cH:65][cH:66]3)[CH3:67])[cH:53][cH:54][cH:55][c:56]2[cH:57]1)([CH2:68][N:69]1[CH2:70][CH2:71][O:72][CH2:73][CH2:74]1)[CH3:75].[CH3:81][C:82]#[N:83].[F:21][C:22]([S:23]([O:24][S:25]([C:26]([F:27])([F:28])[F:29])(=[O:30])=[O:31])(=[O:32])=[O:33])([F:34])[F:35].[Na+:76].[OH:77][C:78](=[O:79])[O-:80].[c:1]1([P:2](=[O:3])([c:4]2[cH:5][cH:6][cH:7][cH:8][cH:9]2)[c:10]2[cH:11][cH:12][cH:13][cH:14][cH:15]2)[cH:16][cH:17][cH:18][cH:19][cH:20]1>>[S:43]1[C:44]([CH2:68][N:69]2[CH2:70][CH2:71][O:72][CH2:73][CH2:74]2)([CH3:75])[CH2:45][N:46]=[C:47]1[c:49]1[nH:50][c:51]2[c:52]([N:58]([S:59](=[O:60])(=[O:61])[c:62]3[s:63][cH:64][cH:65][cH:66]3)[CH3:67])[cH:53][cH:54][cH:55][c:56]2[cH:57]1. Starting materials: [N+](=O)([O-])C1=C(C=O)C=CC=C1 (2-nitro-benzaldehyde), N (ammonia). Run in CO (methanol). The product is [N+](=O)([O-])C1=C(C=N)C=CC=C1 (2-nitro-benzaldehyde-imine). Isolated yield 75.3%. Reaction SMILES: [N+:1]([C:4]1[CH:11]=[CH:10][CH:9]=[CH:8][C:5]=1[CH:6]=O)([O-:3])=[O:2].[NH3:12]>CO>[N+:1]([C:4]1[CH:11]=[CH:10][CH:9]=[CH:8][C:5]=1[CH:6]=[NH:12])([O-:3])=[O:2]. Procedure: To a solution of 15.1 g (0.1 mole) of 2-nitro-benzaldehyde and 40 ml of methanol a methanolic solution of 1.7 g (0.1 mole) of ammonia is added dropwise under stirring. The reaction mixture is stirred at room temperature for 20 hours, then cooled, the precipitated product is filtered, washed with methanol and dried. Thus 11.3 g of trimeric 2-nitro-benzaldehyde-imine are obtained, yield 75.3%, m.p.: 117°-119° C.